From a dataset of the Open Reaction Database (ORD), a public repository of structured organic reaction records. describe an organic reaction: reactants, conditions, products, and yield The reactants are Cl (HCl), C12C(CC(CC1)C2)OC=2C=C(C=O)C=CC2OC (3-(Bicyclo[2.2.1]hept-2-yloxy)-4-Methoxybenzaldehyde), [C-]#N.[Na+] (sodium cyanide), C([O-])([O-])=O.[NH4+].[NH4+] (ammonium carbonate), C(C)O (ethanol). Solvent: O (water). Yields the product C12C(CC(CC1)C2)OC=2C=C(C=CC2OC)C2C(NC(N2)=O)=O (5-[3-(Bicyclo[2.2.1]hept-2-yloxy]-4-Methoxyphenyl]2,4-Imidazolidinedione). Yield: 71.0%. RXN SMILES: [CH:1]12[CH2:7][CH:4]([CH2:5][CH2:6]1)[CH2:3][CH:2]2[O:8][C:9]1[CH:10]=[C:11]([CH:14]=[CH:15][C:16]=1[O:17][CH3:18])[CH:12]=O.[C-]#N.[Na+].[C:22](=[O:25])([O-])[O-].[NH4+:26].[NH4+:27].Cl.[CH2:29]([OH:31])C>O>[CH:1]12[CH2:7][CH:4]([CH2:5][CH2:6]1)[CH2:3][CH:2]2[O:8][C:9]1[CH:10]=[C:11]([CH:12]2[NH:27][C:29](=[O:31])[NH:26][C:22]2=[O:25])[CH:14]=[CH:15][C:16]=1[O:17][CH3:18] |f:1.2,3.4.5|. Reported procedure: 3-(Bicyclo[2.2.1]hept-2-yloxy)-4-Methoxybenzaldehyde (20.0 g, 81.3 mmol), sodium cyanide (8.0 g, 162.6 mmol) and ammonium carbonate (32.0 g, 333.3 mmol) are dissolved in 100 ml ethanol and 100 ml water and refluxed for 4 hours. The reaction is cooled, neutralized with 1N HCl solution and the product extracted 2×ethyl acetate. The collected organics are washed with water, brine and concentrated in vacuo. The solid isredissolved in ethyl acetate, dried over Na2SO4, concentrated in vacuo and the re... The reactants are CC(=O)OI1(C=2C=CC=CC2C(=O)O1)(OC(=O)C)OC(=O)C (Dess-Martin periodinane), OC1C(C(CC1)NC(OCC1=CC=CC=C1)=O)(C)C (benzyl 3-hydroxy-2,2-dimethylcyclopentylcarbamate), OC1C(C(CC1)NC(OCC1=CC=CC=C1)=O)(C)C (benzyl 3-hydroxy-2,2-dimethylcyclopentylcarbamate). The solvent is ClCCl (dichloromethane). Run at time 2 hour. The product is CC1(C(CCC1=O)NC(OCC1=CC=CC=C1)=O)C (benzyl 2,2-dimethyl-3-oxocyclopentylcarbamate). The yield is 82.1%. Reaction SMILES: CC(OI1(OC(C)=O)(OC(C)=O)OC(=O)C2C=CC=CC1=2)=O.[OH:23][CH:24]1[CH2:28][CH2:27][CH:26]([NH:29][C:30](=[O:39])[O:31][CH2:32][C:33]2[CH:38]=[CH:37][CH:36]=[CH:35][CH:34]=2)[C:25]1([CH3:41])[CH3:40]>ClCCl>[CH3:40][C:25]1([CH3:41])[C:24](=[O:23])[CH2:28][CH2:27][CH:26]1[NH:29][C:30](=[O:39])[O:31][CH2:32][C:33]1[CH:38]=[CH:37][CH:36]=[CH:35][CH:34]=1. Reported procedure: Dess-Martin periodinane (9.49 g, 22.39 mmol) was added to a solution of cis/trans mixture of benzyl 3-hydroxy-2,2-dimethylcyclopentylcarbamate (3.93 g, 14.92 mmol, from Step 1 of Intermediate 21) in dichloromethane (150 mL) at room temperature. After 2 h at room temperature, the mixture was filtered to remove the precipitate. The filtrate was washed with 10% aqueous sodium thiosulfate (10 mL), saturated sodium bicarbonate (20 mL), brine (20 mL), dried (MgSO4), filtered and concentrated. Silica g... Reactants: COC=1C=C2C=C(NC2=CC1)C1=CC=CC=C1 (5-methoxy-2-phenylindole), [H-].[Na+] (sodium hydride), [Cl-].[NH4+] (ammonium chloride), BrCC=1C=CC(=C(C(=O)OC)C1)F (Methyl 5-(bromomethyl)-2-fluorobenzoate). The solvent is CN(C=O)C (N,N-dimethylformamide). Reaction conditions: time 15 minute. The product is FC1=C(C(=O)OC)C=C(C=C1)CN1C(=CC2=CC(=CC=C12)OC)C1=CC=CC=C1 (Methyl 2-fluoro-5-(5-methoxy-2-phenylindol-1-ylmethyl)benzoate). Isolated yield 33.6%. RXN SMILES: [CH3:1][O:2][C:3]1[CH:4]=[C:5]2[C:9](=[CH:10][CH:11]=1)[NH:8][C:7]([C:12]1[CH:17]=[CH:16][CH:15]=[CH:14][CH:13]=1)=[CH:6]2.[H-].[Na+].Br[CH2:21][C:22]1[CH:23]=[CH:24][C:25]([F:32])=[C:26]([CH:31]=1)[C:27]([O:29][CH3:30])=[O:28].[Cl-].[NH4+]>CN(C)C=O>[F:32][C:25]1[CH:24]=[CH:23][C:22]([CH2:21][N:8]2[C:9]3[C:5](=[CH:4][C:3]([O:2][CH3:1])=[CH:11][CH:10]=3)[CH:6]=[C:7]2[C:12]2[CH:13]=[CH:14][CH:15]=[CH:16][CH:17]=2)=[CH:31][C:26]=1[C:27]([O:29][CH3:30])=[O:28] |f:1.2,4.5|. Reported procedure: To a solution of 5-methoxy-2-phenylindole (90.9 mg) in N,N-dimethylformamide (1.8 mL) was added sodium hydride (dispersed in liquid paraffin, minimum 55%, 18 mg) under cooling with ice and an argon atmosphere, and the mixture was stirred under cooling with ice for 5 minutes and then at room temperature for 15 minutes. Methyl 5-(bromomethyl)-2-fluorobenzoate (101 mg) was added at room temperature, and the mixture was stirred at 80° C. for 13 hours. The reaction mixture was poured into a saturated... The reactants are COC(=O)[C@H]1N(C[C@@H](C1)S(=O)(=O)C1=C(C=CC=C1)Cl)C=1N(N=C(C1)C)C1CCC1 ((2S,4R)-4-(2-chloro-benzenesulfonyl)-1-(2-cyclobutyl-5-methyl-2H-pyrazol-3-yl)-pyrrolidine-2-carboxylic acid methyl ester), [OH-].[Li+] (lithium hydroxide). RXN SMILES: C[O:2][C:3]([C@@H:5]1[CH2:9][C@@H:8]([S:10]([C:13]2[CH:18]=[CH:17][CH:16]=[CH:15][C:14]=2[Cl:19])(=[O:12])=[O:11])[CH2:7][N:6]1[C:20]1[N:21]([CH:26]2[CH2:29][CH2:28][CH2:27]2)[N:22]=[C:23]([CH3:25])[CH:24]=1)=[O:4].[OH-].[Li+]>>[Cl:19][C:14]1[CH:15]=[CH:16][CH:17]=[CH:18][C:13]=1[S:10]([C@H:8]1[CH2:7][N:6]([C:20]2[N:21]([CH:26]3[CH2:29][CH2:28][CH2:27]3)[N:22]=[C:23]([CH3:25])[CH:24]=2)[C@H:5]([C:3]([OH:4])=[O:2])[CH2:9]1)(=[O:12])=[O:11] |f:1.2|. Product: ClC1=C(C=CC=C1)S(=O)(=O)[C@@H]1C[C@H](N(C1)C=1N(N=C(C1)C)C1CCC1)C(=O)O ((2S,4R)-4-(2-Chloro-benzenesulfonyl)-1-(2-cyclobutyl-5-methyl-2H-pyrazol-3-yl)-pyrrolidine-2-carboxylic acid). Procedure: In analogy to the procedure described in example 253e, (2S,4R)-4-(2-chloro-benzenesulfonyl)-1-(2-cyclobutyl-5-methyl-2H-pyrazol-3-yl)-pyrrolidine-2-carboxylic acid methyl ester was saponified in the presence of lithium hydroxide to give the title compound as yellow oil which was used in the next step without further purification. MS (ESI): m/z=424.2 [M+H]+. Starting materials: O=Cc1ccc(Br)cc1, CC(=O)O[BH-](OC(C)=O)OC(C)=O, CC1CNCCN1C(=O)OCc1ccccc1, [Na+], [Na+], O=C([O-])O. As a reaction SMILES: [Br:1][c:2]1[cH:3][cH:4][c:5]([CH:6]=[O:7])[cH:8][cH:9]1.[C:27]([O:28][BH-:29]([O:30][C:31](=[O:32])[CH3:33])[O:34][C:35](=[O:36])[CH3:37])(=[O:38])[CH3:39].[CH3:10][CH:11]1[N:12]([C:17](=[O:18])[O:19][CH2:20][c:21]2[cH:22][cH:23][cH:24][cH:25][cH:26]2)[CH2:13][CH2:14][NH:15][CH2:16]1.[Na+:40].[Na+:45].[O-:41][C:42]([OH:43])=[O:44]>>[Br:1][c:2]1[cH:3][cH:4][c:5]([CH2:6][N:15]2[CH2:14][CH2:13][N:12]([C:17](=[O:18])[O:19][CH2:20][c:21]3[cH:22][cH:23][cH:24][cH:25][cH:26]3)[CH:11]([CH3:10])[CH2:16]2)[cH:8][cH:9]1. Yields the product CC1CN(Cc2ccc(Br)cc2)CCN1C(=O)OCc1ccccc1. The reactants are C(#N)CC(=O)N (2-cyanoacetamide), C(C)(C)(C)O[K] (tBuOK), [Si](C)(C)(C(C)(C)C)OCC#CC(C)=O (5-{[tert-butyl(dimethyl)silyl]oxy}pent-3-yn-2-one). Reaction conditions: temperature 0 celsius, time 2 hour. Run in CS(=O)C (DMSO). Reaction SMILES: [C:1]([CH2:3][C:4]([NH2:6])=[O:5])#[N:2].C(O[K])(C)(C)C.[Si:13]([O:20][CH2:21][C:22]#[C:23][C:24](=O)[CH3:25])([C:16]([CH3:19])([CH3:18])[CH3:17])([CH3:15])[CH3:14]>CS(C)=O>[Si:13]([O:20][CH2:21][C:22]1[CH:23]=[C:24]([CH3:25])[NH:6][C:4](=[O:5])[C:3]=1[C:1]#[N:2])([C:16]([CH3:17])([CH3:18])[CH3:19])([CH3:15])[CH3:14]. The yield is 86.8%. Yields the product [Si](C)(C)(C(C)(C)C)OCC1=C(C(NC(=C1)C)=O)C#N (4-({[tert-butyl(dimethyl)silyl]oxy}methyl)-6-methyl-2-oxo-1,2-dihydropyridine-3-carbonitrile). Procedure details: To a 0° C. solution of 2-cyanoacetamide (1.74 g, 20.7 mmol) and tBuOK (2.32 g, 20.7 mmol) in DMSO (48 mL) was added 5-{[tert-butyl(dimethyl)silyl]oxy}pent-3-yn-2-one (Cpd G, 4.4 g, 21.0 mmol) dropwise. The reaction mixture turned bright orange. The reaction mixture was stirred for 2 hours at 0° C., then quenched with NH4Cl (sat., aq.) and diluted with water causing solids to precipitate out. The solids were collected via filtration and dried under vacuum to give 4-({[tert-butyl(dimethyl)silyl]ox... The reactants are BrCc1ccccc1, CCOC(=O)C1CCCc2[nH]c3c(C)ccc(OC)c3c21, CN(C)C=O, [Cl-], [H-], [I-], [K+], [NH4+], [Na+]. Product: CCOC(=O)C1CCCc2c1c1c(OC)ccc(C)c1n2Cc1ccccc1. RXN SMILES: [Br:26][CH2:27][c:28]1[cH:29][cH:30][cH:31][cH:32][cH:33]1.[CH3:1][O:2][c:3]1[c:4]2[c:5]3[c:10]([nH:11][c:12]2[c:13]([CH3:16])[cH:14][cH:15]1)[CH2:9][CH2:8][CH2:7][CH:6]3[C:17](=[O:18])[O:19][CH2:20][CH3:21].[CH3:36][N:37]([CH3:38])[CH:39]=[O:40].[Cl-:34].[H-:22].[I-:25].[K+:24].[NH4+:35].[Na+:23]>>[CH3:1][O:2][c:3]1[c:4]2[c:5]3[c:10]([n:11]([CH2:27][c:28]4[cH:29][cH:30][cH:31][cH:32][cH:33]4)[c:12]2[c:13]([CH3:16])[cH:14][cH:15]1)[CH2:9][CH2:8][CH2:7][CH:6]3[C:17](=[O:18])[O:19][CH2:20][CH3:21]. The reactants are C1CCOC1, COC(=O)c1ccc2ccccc2c1C=CCCc1ccccc1, CO, [Na+], [OH-]. Yields the product O=C(O)c1ccc2ccccc2c1C=CCCc1ccccc1. Reaction SMILES: [CH2:29]1[O:30][CH2:31][CH2:32][CH2:33]1.[CH3:1][O:2][C:3](=[O:4])[c:5]1[c:6]([CH:15]=[CH:16][CH2:17][CH2:18][c:19]2[cH:20][cH:21][cH:22][cH:23][cH:24]2)[c:7]2[cH:8][cH:9][cH:10][cH:11][c:12]2[cH:13][cH:14]1.[CH3:27][OH:28].[Na+:26].[OH-:25]>>[O:2]=[C:3]([OH:4])[c:5]1[c:6]([CH:15]=[CH:16][CH2:17][CH2:18][c:19]2[cH:20][cH:21][cH:22][cH:23][cH:24]2)[c:7]2[cH:8][cH:9][cH:10][cH:11][c:12]2[cH:13][cH:14]1. Starting materials: CCN1C(=C(C(=C1C2=CC=C(C=C2)Cl)C3=CC(=CC=C3)N4CCN(CC4)C5=CC=C(C=C5)NS(=O)(=O)C6=CC(=C(C=C6)N[C@H](CCN7CCC(CC7)O)CSC8=CC=CC=C8)S(=O)(=O)C(F)(F)F)C(=O)O)C (BM-957), OC1CCC(CC1)C(=O)OC(C)(C)C (tert-butyl 4-hydroxycyclohexanecarboxylate). Yields the product ClC1=CC=C(C=C1)C1=C(C(=C(N1CC)C)C(=O)OC1CCC(CC1)C(=O)O)C1=CC(=CC=C1)N1CCN(CC1)C1=CC=C(C=C1)NS(=O)(=O)C1=CC(=C(C=C1)N[C@@H](CSC1=CC=CC=C1)CCN1CCC(CC1)O)S(=O)(=O)C(F)(F)F ((R)-4-((5-(4-chlorophenyl)-1-ethyl-4-(3-(4-(4-(4-((4-(4-hydroxypiperidin-1-yl)-1-(phenylthio)butan-2-yl)amino)-3-((trifluoromethyl)sulfonyl)phenylsulfonamido)phenyl)piperazin-1-yl)phenyl)-2-methyl-1H-pyrrole-3-carbonyl)oxy)cyclohexane carboxylic acid). Reaction SMILES: [CH3:1][CH2:2][N:3]1[C:7]([C:8]2[CH:13]=[CH:12][C:11]([Cl:14])=[CH:10][CH:9]=2)=[C:6]([C:15]2[CH:20]=[CH:19][CH:18]=[C:17]([N:21]3[CH2:26][CH2:25][N:24]([C:27]4[CH:32]=[CH:31][C:30]([NH:33][S:34]([C:37]5[CH:42]=[CH:41][C:40]([NH:43][C@@H:44]([CH2:54][S:55][C:56]6[CH:61]=[CH:60][CH:59]=[CH:58][CH:57]=6)[CH2:45][CH2:46][N:47]6[CH2:52][CH2:51][CH:50]([OH:53])[CH2:49][CH2:48]6)=[C:39]([S:62]([C:65]([F:68])([F:67])[F:66])(=[O:64])=[O:63])[CH:38]=5)(=[O:36])=[O:35])=[CH:29][CH:28]=4)[CH2:23][CH2:22]3)[CH:16]=2)[C:5]([C:69]([OH:71])=[O:70])=[C:4]1[CH3:72].O[CH:74]1[CH2:79][CH2:78][CH:77]([C:80]([O:82]C(C)(C)C)=[O:81])[CH2:76][CH2:75]1>>[Cl:14][C:11]1[CH:12]=[CH:13][C:8]([C:7]2[N:3]([CH2:2][CH3:1])[C:4]([CH3:72])=[C:5]([C:69]([O:71][CH:74]3[CH2:79][CH2:78][CH:77]([C:80]([OH:82])=[O:81])[CH2:76][CH2:75]3)=[O:70])[C:6]=2[C:15]2[CH:20]=[CH:19][CH:18]=[C:17]([N:21]3[CH2:22][CH2:23][N:24]([C:27]4[CH:28]=[CH:29][C:30]([NH:33][S:34]([C:37]5[CH:42]=[CH:41][C:40]([NH:43][C@H:44]([CH2:45][CH2:46][N:47]6[CH2:48][CH2:49][CH:50]([OH:53])[CH2:51][CH2:52]6)[CH2:54][S:55][C:56]6[CH:57]=[CH:58][CH:59]=[CH:60][CH:61]=6)=[C:39]([S:62]([C:65]([F:66])([F:67])[F:68])(=[O:63])=[O:64])[CH:38]=5)(=[O:36])=[O:35])=[CH:31][CH:32]=4)[CH2:25][CH2:26]3)[CH:16]=2)=[CH:9][CH:10]=1. Reported procedure: 7 was prepared from BM-957 and tert-butyl 4-hydroxycyclohexanecarboxylate according general procedure IV. MS (ESI): m/z 1192.25 (M+H)+. Starting materials: NCCC1CCN(CC1)C(\C=C\C1=CC(=CC(=C1)Cl)Cl)=O ((E)-1-(4-(2-Aminoethyl)piperidin-1-yl)-3-(3,5-dichlorophenyl)prop-2-en-1-one), O=C1OC(=CN1)C(=O)O (2-Oxo-2,3-dihydrooxazole-5-carboxylic acid), CCN(C(C)C)C(C)C (DIPEA), C(CC)P1(OP(OP(O1)(=O)CCC)(=O)CCC)=O (T3P). Solvent: CN(C)C=O (DMF), CCOC(=O)C (EtOAc). Run at time 8 hour. Product: ClC=1C=C(C=C(C1)Cl)/C=C/C(=O)N1CCC(CC1)CCNC(=O)C1=CNC(O1)=O ((E)-N-(2-(1-(3-(3,5-Dichlorophenyl)acryloyl)piperidin-4-yl)ethyl)-2-oxo-2,3-dihydrooxazole-5-carboxamide). RXN SMILES: [NH2:1][CH2:2][CH2:3][CH:4]1[CH2:9][CH2:8][N:7]([C:10](=[O:21])/[CH:11]=[CH:12]/[C:13]2[CH:18]=[C:17]([Cl:19])[CH:16]=[C:15]([Cl:20])[CH:14]=2)[CH2:6][CH2:5]1.[O:22]=[C:23]1[NH:27][CH:26]=[C:25]([C:28](O)=[O:29])[O:24]1.CCN(C(C)C)C(C)C.C(P1(=O)OP(CCC)(=O)OP(CCC)(=O)O1)CC>CN(C=O)C.CCOC(C)=O>[Cl:20][C:15]1[CH:14]=[C:13](/[CH:12]=[CH:11]/[C:10]([N:7]2[CH2:6][CH2:5][CH:4]([CH2:3][CH2:2][NH:1][C:28]([C:25]3[O:24][C:23](=[O:22])[NH:27][CH:26]=3)=[O:29])[CH2:9][CH2:8]2)=[O:21])[CH:18]=[C:17]([Cl:19])[CH:16]=1. Reported procedure: To (E)-1-(4-(2-aminoethyl)piperidin-1-yl)-3-(3,5-dichlorophenyl)prop-2-en-1-one (Example 30, step 4) (110 mg, 0.336 mmol) and 2-oxo-2,3-dihydrooxazole-5-carboxylic acid (Example 21, step 1) (167 mg, 0.504 mmol) in DMF (2 ml) was added DIPEA (0.470 mL, 2.69 mmol) and T3P® (50% in EtOAc, 1.571 ml, 2.69 mmol). The reaction mixture was stirred at RT overnight.